From a dataset of the Open Reaction Database (ORD), a public repository of structured organic reaction records. describe an organic reaction: reactants, conditions, products, and yield Starting materials: Cl.N1=CC=CC=C1 (pyridine hydrochloride), C(C1=CC=CC=C1)N1C(C2CCC(C1=O)N2C)=O (3-benzyl-2,4-dioxo-8-methyl-3,8-diazabicyclo [3.2.1] octane). Solvent: O (water). Product: C(C1=CC=CC=C1)N1C(C2CCC(C1=O)N2)=O (3-BENZYL-2,4-DIOXO-3,8-DIAZABICYCLO [3.2.1] OCTANE). The yield is 5.0%. RXN SMILES: Cl.N1C=CC=CC=1.[CH2:8]([N:15]1[C:21](=[O:22])[CH:20]2[N:23](C)[CH:17]([CH2:18][CH2:19]2)[C:16]1=[O:25])[C:9]1[CH:14]=[CH:13][CH:12]=[CH:11][CH:10]=1>O>[CH2:8]([N:15]1[C:16](=[O:25])[CH:17]2[NH:23][CH:20]([CH2:19][CH2:18]2)[C:21]1=[O:22])[C:9]1[CH:10]=[CH:11][CH:12]=[CH:13][CH:14]=1 |f:0.1|. Procedure: In a dry flask were mixed 15 g of dry pyridine hydrochloride and 3.15 g (130 mmol) of 3-benzyl-2,4-dioxo-8-methyl-3,8-diazabicyclo [3.2.1] octane prepared according to U.S. Pat. No. 3,328,398 in 1967, Jun. 27. The mixture was heated in an oil bath preheated at 220° C. for 20 mn, cooled in an ice-bath, dissolved in 90 ml water, extracted four times with 100 ml ethyl ether. The organic layers were collected and dried over magnesium sulfate. After removing the solvent, the residue was chromatograph... The reactants are C1(=CC=CC=C1)C=1NC2=CC=C(C=C2C1)[N+](=O)[O-] (2-phenyl-5-nitroindole), C(=O)([O-])[O-].[K+].[K+] (K2CO3), O (water), BrCCCC(=O)OCC (ethyl 4-bromobutanoate). Run in CC#N (CH3CN). Conditions: temperature 120 celsius, time 18 hour. Product: [N+](=O)([O-])C=1C=C2C=C(N(C2=CC1)CCCC(=O)OCC)C1=CC=CC=C1 (ethyl 4-(5-nitro-2-phenyl-1H-indol-1-yl)butanoate). As a reaction SMILES: [C:1]1([C:7]2[NH:8][C:9]3[C:14]([CH:15]=2)=[CH:13][C:12]([N+:16]([O-:18])=[O:17])=[CH:11][CH:10]=3)[CH:6]=[CH:5][CH:4]=[CH:3][CH:2]=1.C([O-])([O-])=O.[K+].[K+].Br[CH2:26][CH2:27][CH2:28][C:29]([O:31][CH2:32][CH3:33])=[O:30].O>CC#N>[N+:16]([C:12]1[CH:13]=[C:14]2[C:9](=[CH:10][CH:11]=1)[N:8]([CH2:26][CH2:27][CH2:28][C:29]([O:31][CH2:32][CH3:33])=[O:30])[C:7]([C:1]1[CH:2]=[CH:3][CH:4]=[CH:5][CH:6]=1)=[CH:15]2)([O-:18])=[O:17] |f:1.2.3|. Procedure details: To a solution of 2-phenyl-5-nitroindole (prepared as described in J. Org. Chem. (1966), 31(1), 65-9) (1.5 g; 6.3 mmol) in CH3CN (50 ml) was added K2CO3 (1.7 g; 12.6 mmol). To the mixture thus obtained was then added dropwise ethyl 4-bromobutanoate (3.3 g; 16 mmol) and the resulting mixture was heated to 120° C. under stirring for 18 hours. After cooling, the mixture was poured into water (500 ml) and the crude product was filtered, dried under vacuum to give ethyl 4-(5-nitro-2-phenyl-1H-indol-1-...